This data is from the Open Reaction Database (ORD), a public repository of structured organic reaction records. The task is: describe an organic reaction: reactants, conditions, products, and yield Reactants: CCOC(=O)CCCCc1cc(N)nc(N)n1, Cl, [Na+], [OH-], O. Product: Nc1cc(CCCCC(=O)O)nc(N)n1. Reaction SMILES: [CH2:1]([CH3:2])[O:3][C:4]([CH2:5][CH2:6][CH2:7][CH2:8][c:9]1[cH:10][c:11]([NH2:16])[n:12][c:13]([NH2:15])[n:14]1)=[O:17].[ClH:20].[Na+:19].[OH-:18].[OH2:21]>>[O:3]=[C:4]([CH2:5][CH2:6][CH2:7][CH2:8][c:9]1[cH:10][c:11]([NH2:16])[n:12][c:13]([NH2:15])[n:14]1)[OH:17]. Starting materials: C[Si](C)(C)Oc2ccc1ccccc1c2 (substrate), Cc1ccc([Zn](C)(C)(C)([Li])[Li])cc1 (effective_coupling_partner). Reagents/catalysts: PCy3. Run at temperature 25 celsius, time 12 hour. Yields the product Cc3ccc(c2ccc1ccccc1c2)cc3. Reactants: CCCCCC(=O)OCC, CCOC(C)=O, CC(C)=O, CC(C)O, O=C(O)C1C(=CCO)OC2CC(=O)N21, [K]. Product: O=C([O-])C1C(=CCO)OC2CC(=O)N21, [K]. As a reaction SMILES: [C:21]([O:22][CH2:23][CH3:24])(=[O:25])[CH2:26][CH2:27][CH2:28][CH2:29][CH3:30].[CH3:1][CH2:2][O:3][C:4](=[O:5])[CH3:6].[CH3:36][C:37](=[O:38])[CH3:39].[CH:32]([OH:33])([CH3:34])[CH3:35].[CH:7]12[CH2:8][C:9](=[O:10])[N:11]1[CH:12]([C:13]([OH:14])=[O:15])[C:16](=[CH:18][CH2:19][OH:20])[O:17]2.[K:31]>>[CH:7]12[CH2:8][C:9](=[O:10])[N:11]1[CH:12]([C:13](=[O:14])[O-:15])[C:16](=[CH:18][CH2:19][OH:20])[O:17]2.[K:31].